From a dataset of the Open Reaction Database (ORD), a public repository of structured organic reaction records. describe an organic reaction: reactants, conditions, products, and yield The reactants are C(C(C)(C)C)(=O)Cl (Pivaloyl chloride), C(#C)C=1C(NC(N([C@H]2C[C@H](O)[C@@H](CO)O2)C1)=O)=O (2'-deoxy-5-ethynyluridine), C(Cl)Cl (methylene chloride). The solvent is C(Cl)Cl.CO (CH2Cl2 MeOH), N1=CC=CC=C1 (pyridine). The product is C(C(C)(C)C)(=O)O[C@H]1C[C@@H](O[C@@H]1COC(C(C)(C)C)=O)N1C(=O)NC(=O)C(=C1)C#C (2'-deoxy-3',5'-di-O-pivaloyl-5-ethynyluridine). As a reaction SMILES: [C:1](Cl)(=[O:6])[C:2]([CH3:5])([CH3:4])[CH3:3].[C:8]([C:10]1[C:11](=[O:25])[NH:12][C:13](=[O:24])[N:14]([CH:23]=1)[C@@H:15]1[O:22][C@H:19]([CH2:20][OH:21])[C@@H:17]([OH:18])[CH2:16]1)#[CH:9].C(Cl)Cl>N1C=CC=CC=1.C(Cl)Cl.CO>[C:1]([O:18][C@@H:17]1[C@@H:19]([CH2:20][O:21][C:1](=[O:6])[C:2]([CH3:5])([CH3:4])[CH3:3])[O:22][C@@H:15]([N:14]2[CH:23]=[C:10]([C:8]#[CH:9])[C:11](=[O:25])[NH:12][C:13]2=[O:24])[CH2:16]1)(=[O:6])[C:2]([CH3:5])([CH3:4])[CH3:3] |f:4.5|. Procedure details: Pivaloyl chloride (0.3 ml, 2.56 mmoles) was added to a cooled, stirred solution of 2'-deoxy-5-ethynyluridine (0.5 g, 1.98 mmols) in dry pyridine (5 ml) and stirring was maintained at room temperature for 3 hours. TLC in CH2Cl2 /MeOH (19:1) revealed complete reaction. The mixture was poured onto ice/water, methylene chloride added, the organic layer separated and washed with water, dried with sodium sulphate and evaporated to dryness. The residue was chromatographed on silica gel eluted with CH2C...